Dataset: the Open Reaction Database (ORD), a public repository of structured organic reaction records. Task: describe an organic reaction: reactants, conditions, products, and yield The reactants are OC1CNC(COc2ccccc2)C1, O=Cc1ccncc1. Yields the product OC1CC(COc2ccccc2)N(Cc2ccncc2)C1. RXN SMILES: [O:1]([c:2]1[cH:3][cH:4][cH:5][cH:6][cH:7]1)[CH2:8][CH:9]1[CH2:10][CH:11]([OH:14])[CH2:12][NH:13]1.[n:15]1[cH:16][cH:17][c:18]([CH:21]=[O:22])[cH:19][cH:20]1>>[O:1]([c:2]1[cH:3][cH:4][cH:5][cH:6][cH:7]1)[CH2:8][CH:9]1[CH2:10][CH:11]([OH:14])[CH2:12][N:13]1[CH2:21][c:18]1[cH:17][cH:16][n:15][cH:20][cH:19]1.